This data is from the Open Reaction Database (ORD), a public repository of structured organic reaction records. The task is: describe an organic reaction: reactants, conditions, products, and yield Product: C(C1=CC=CC=C1)(=O)SC(CC(=O)N1[C@H](C(=O)O)CCC1)C(C1=CC=CS1)=O (1-[3-(Benzoylthio)-3-(2-thenoyl)propionyl]-L-proline). RXN SMILES: Br[CH:2]([C:14](=[O:20])[C:15]1[S:19][CH:18]=[CH:17][CH:16]=1)[CH2:3][C:4]([N:6]1[CH2:13][CH2:12][CH2:11][C@H:7]1[C:8]([OH:10])=[O:9])=[O:5].C(#N)C.C[O-].[Na+].[C:27]([OH:35])(=[S:34])[C:28]1[CH:33]=[CH:32][CH:31]=[CH:30][CH:29]=1>C(O)(=O)C>[C:27]([S:34][CH:2]([C:14](=[O:20])[C:15]1[S:19][CH:18]=[CH:17][CH:16]=1)[CH2:3][C:4]([N:6]1[CH2:13][CH2:12][CH2:11][C@H:7]1[C:8]([OH:10])=[O:9])=[O:5])(=[O:35])[C:28]1[CH:33]=[CH:32][CH:31]=[CH:30][CH:29]=1 |f:2.3|. Solvent: C(C)(=O)O (acetic acid). Starting materials: C(C)#N (acetonitrile), C[O-].[Na+] (sodium methoxide), C(C1=CC=CC=C1)(=S)O (thiobenzoic acid), BrC(CC(=O)N1[C@H](C(=O)O)CCC1)C(C1=CC=CS1)=O (1-[3-bromo-3-(2-thenoyl)propionyl]-L-proline). Reported procedure: As for Example 1, 1-[3-bromo-3-(2-thenoyl)propionyl]-L-proline (0.0085 mole) in 25 ml. of acetonitrile is added to a mixture of 0.015 mole of sodium methoxide and 0.015 mole of thiobenzoic acid in 25 ml. of acetontrile. The mixture is stirred at room temperature for 16 hours, one ml. of acetic acid is added and the solvent removed under reduced pressure. The residue is partitioned between dichloromethane and water containing acetic acid. The organic layer is separated, washed with water, dried o... Run at time 16 hour. The reactants are [Na] (sodium), C(C)(=O)NC#N (acetylcyanamide), C(=C)C(C1=CC=CC=C1)Cl (vinylbenzyl chloride), CN(C=O)C (dimethylformamide). Product: C(#N)N(C(CCC1=CC=CC=C1)=O)C=C (N-Cyano-N-vinylbenzylacetamide). Procedure: 23.3 g (0.2 mol +10% excess) of the sodium salt of acetylcyanamide and 30.5 g (0.2 mol) of vinylbenzyl chloride (technical mixture of isomers containing approx. 40% of the para-component and 60% of the meta-component) are reacted in 100 ml of dimethylformamide for 8 hours at 48°-50° C., when the reaction is complete the mixture is filtered with suction, the filtrate is introduced into 300 g of ice and 500 ml of water while stirring vigorously and the mixture is then extracted with ethyl acetate.... Reaction SMILES: [Na].[C:2]([NH:5][C:6]#[N:7])(=O)[CH3:3].[CH:8]([CH:10](Cl)[C:11]1[CH:16]=[CH:15][CH:14]=[CH:13][CH:12]=1)=[CH2:9].CN(C)C=[O:21]>>[C:6]([N:5]([CH:2]=[CH2:3])[C:9](=[O:21])[CH2:8][CH2:10][C:11]1[CH:16]=[CH:15][CH:14]=[CH:13][CH:12]=1)#[N:7] |^1:0|.